Dataset: the Open Reaction Database (ORD), a public repository of structured organic reaction records. Task: describe an organic reaction: reactants, conditions, products, and yield The reactants are CCc1cc(Oc2cccc(N)c2)ccc1Cl, FC(F)(F)C1CO1. Yields the product CCc1cc(Oc2cccc(NCC(O)C(F)(F)F)c2)ccc1Cl. RXN SMILES: [Cl:1][c:2]1[c:3]([CH2:16][CH3:17])[cH:4][c:5]([O:6][c:7]2[cH:8][c:9]([NH2:10])[cH:11][cH:12][cH:13]2)[cH:14][cH:15]1.[F:18][C:19]([CH:20]1[CH2:21][O:22]1)([F:23])[F:24]>>[Cl:1][c:2]1[c:3]([CH2:16][CH3:17])[cH:4][c:5]([O:6][c:7]2[cH:8][c:9]([NH:10][CH2:21][CH:20]([C:19]([F:18])([F:23])[F:24])[OH:22])[cH:11][cH:12][cH:13]2)[cH:14][cH:15]1. Reactants: O (water), [N+](=O)(O)[O-] (nitric acid), S(O)(O)(=O)=O (sulfuric acid), BrCCCCO (4-bromobutanol). Solvent: ClCCl (dichloromethane). Conditions: temperature 0 celsius, time 3.5 hour. Yields the product [N+](=O)(OCCCCBr)[O-] (4-bromobutyl nitrate). Isolated yield 96.0%. As a reaction SMILES: [N+:1]([O-:4])([OH:3])=[O:2].S(=O)(=O)(O)O.[Br:10][CH2:11][CH2:12][CH2:13][CH2:14]O.O>ClCCl>[N+:1]([O-:4])([O:3][CH2:14][CH2:13][CH2:12][CH2:11][Br:10])=[O:2]. Reported procedure: In reactor cooled to −5 to 5° C., nitric acid fuming (8.5 g-135 mmol) was slowly added to a solution of 98% sulfuric acid (13.0 g-130 mmol) in dichloromethane (18.0 g-212 mmol). 4-bromobutanol (10.2 g-66.6 mmol) was then added to this mixture and the reaction medium was stirred at −5 to 5° C. over a period of 2-5 hours. The mixture was poured into cold water (110 g) keeping the temperature between −5° C. and 3° C. After decantation, the upper aqueous phase was extracted with dichloromethane and ... Starting materials: [Li]C(C)(C)C, C1CCOC1, COc1cc(C=O)cc(OC)c1OC, c1ccc2sccc2c1. The product is COc1cc(C(O)c2cc3ccccc3s2)cc(OC)c1OC. As a reaction SMILES: [C:10]([Li:11])([CH3:12])([CH3:13])[CH3:14].[CH2:29]1[O:30][CH2:31][CH2:32][CH2:33]1.[CH3:15][O:16][c:17]1[cH:18][c:19]([CH:20]=[O:21])[cH:22][c:23]([O:27][CH3:28])[c:24]1[O:25][CH3:26].[s:1]1[c:2]2[c:3]([cH:4][cH:5]1)[cH:6][cH:7][cH:8][cH:9]2>>[s:1]1[c:2]2[c:3]([cH:4][c:5]1[CH:20]([c:19]1[cH:18][c:17]([O:16][CH3:15])[c:24]([O:25][CH3:26])[c:23]([O:27][CH3:28])[cH:22]1)[OH:21])[cH:6][cH:7][cH:8][cH:9]2. Reactants: N1N=CC2=C(C=CC=C12)C=1N=C(C2=C(N1)C=C(S2)C(=O)O)N2CCOCC2 (2-(1H-Indazol-4-yl)-4-morpholinothieno[3,2-d]pyrimidine-6-carboxylic acid), N1(CCCC1)C1CCNCC1 (4-(pyrrolidin-1-yl)piperidine). The product is N1N=CC2=C(C=CC=C12)C=1N=C(C2=C(N1)C=C(S2)C(=O)N2CCC(CC2)N2CCCC2)N2CCOCC2 ((2-(1H-indazol-4-yl)-4-morpholinothieno[3,2-d]pyrimidin-6-yl)(4-(pyrrolidin-1-yl)piperidin-1-yl)methanone). As a reaction SMILES: [NH:1]1[C:9]2[C:4](=[C:5]([C:10]3[N:11]=[C:12]([N:22]4[CH2:27][CH2:26][O:25][CH2:24][CH2:23]4)[C:13]4[S:18][C:17]([C:19]([OH:21])=O)=[CH:16][C:14]=4[N:15]=3)[CH:6]=[CH:7][CH:8]=2)[CH:3]=[N:2]1.[N:28]1([CH:33]2[CH2:38][CH2:37][NH:36][CH2:35][CH2:34]2)[CH2:32][CH2:31][CH2:30][CH2:29]1>>[NH:1]1[C:9]2[C:4](=[C:5]([C:10]3[N:11]=[C:12]([N:22]4[CH2:23][CH2:24][O:25][CH2:26][CH2:27]4)[C:13]4[S:18][C:17]([C:19]([N:36]5[CH2:37][CH2:38][CH:33]([N:28]6[CH2:32][CH2:31][CH2:30][CH2:29]6)[CH2:34][CH2:35]5)=[O:21])=[CH:16][C:14]=4[N:15]=3)[CH:6]=[CH:7][CH:8]=2)[CH:3]=[N:2]1. Procedure details: 2-(1H-Indazol-4-yl)-4-morpholinothieno[3,2-d]pyrimidine-6-carboxylic acid 13 (30 mg) was coupled to 4-(pyrrolidin-1-yl)piperidine via General Procedure B. The product was purified via reverse phase HPLC to give 13.2 mg of 249. MS (Q1) 517.8 (M)+. As a reaction SMILES: [Al+3].[Cl-].[Cl-].[Cl-].[NH2:5][C:6]1[CH:11]=[CH:10][CH:9]=[CH:8][CH:7]=1.C(OC([N:19]1[C:24](=[O:25])[CH:23]2[CH:21]([CH:22]2[C:26]([O-:28])=[O:27])[CH:20]1[C:29]([O-:31])=[O:30])=O)(C)(C)C.O>C(Cl)Cl>[C:26]([CH:22]1[CH:23]([C:24]([NH:5][C:6]2[CH:11]=[CH:10][CH:9]=[CH:8][CH:7]=2)=[O:25])[CH:21]1[CH:20]([C:29]([OH:31])=[O:30])[NH2:19])([OH:28])=[O:27] |f:0.1.2.3|. The product is C(=O)(O)C1C(C1C(=O)NC1=CC=CC=C1)C(N)C(=O)O (2-[2′-carboxy-3′-(phenylaminocarbonyl)cyclopropyl]glycine). The yield is 78.3%. Run at time 10 minute. Solvent: C(Cl)Cl (CH2Cl2), C(Cl)Cl (CH2Cl2), C(Cl)Cl (CH2Cl2). Procedure: To a solution of AlCl3 (53.8 mg, 0.40 mmol) in dry CH2Cl2 (1 mL) at 0° C., aniline (70 μl, 0.77 mmol) in CH2Cl2 (0.5 mL) was added dropwise. The mixture was stirred at room temperature for 10 min, and then ethyl (1SR, 2 SR, 5RS, 6RS) 3-tert-butoxycarbonyl-4-oxo-3-azabicyclo[3.1.0)hexane-2,6-dicarboxylate (106 mg 0.31 mmol) in dry CH2Cl2 (0.5 mL) was added. After stirring at room temperature for 4 h, a mixture of ice and water was added. The layers were separated and the aqueous phase was extract... Starting materials: C(C)(C)(C)OC(=O)N1C(C2C(C2C1=O)C(=O)[O-])C(=O)[O-] (3-tert-butoxycarbonyl-4-oxo-3-azabicyclo[3.1.0)hexane-2,6-dicarboxylate), [Al+3].[Cl-].[Cl-].[Cl-] (AlCl3), NC1=CC=CC=C1 (aniline), O (water).